The task is: describe an organic reaction: reactants, conditions, products, and yield. This data is from the Open Reaction Database (ORD), a public repository of structured organic reaction records. The reactants are [I-].C[S+](=O)(C)C (Trimethyl-sulphoxonium iodide), [H-].[Na+] (sodium hydride), COC(=O)C=1C=CC=2N(C(C3=C(N2)C(CC3)=CC3=CC=CC=C3)=O)C1 (3-benzylidene-1,2,3,10-tetrahydro-10-oxo-cyclopenta[d]pyrido[1,2-a]pyrimidine-7-carboxylic acid methyl ester). Solvent: CN(C=O)C (dimethyl formamide), CN(C=O)C (dimethylformamide), ice water, C(C)(=O)O (acetic acid). Reaction conditions: time 60 minute. Yields the product COC(=O)C12C=CC=3N(C(C4=C(N3)C(CC4)=CC4=CC=CC=C4)=O)C1C2 (3-benzylidene-7,8-methylene-1,2,3,10-tetrahydro-10-oxo-cyclopenta[d]pyrido[1,2-a]pyrimidine-7-carboxylic acid methyl ester). Reaction SMILES: [I-].[CH3:2][S+](C)(C)=O.[H-].[Na+].[CH3:9][O:10][C:11]([C:13]1[CH:14]=[CH:15][C:16]2[N:17]([CH:33]=1)[C:18](=[O:32])[C:19]1[CH2:24][CH2:23][C:22](=[CH:25][C:26]3[CH:31]=[CH:30][CH:29]=[CH:28][CH:27]=3)[C:20]=1[N:21]=2)=[O:12]>CN(C)C=O.C(O)(=O)C>[CH3:9][O:10][C:11]([C:13]12[CH2:2][CH:33]1[N:17]1[C:18](=[O:32])[C:19]3[CH2:24][CH2:23][C:22](=[CH:25][C:26]4[CH:27]=[CH:28][CH:29]=[CH:30][CH:31]=4)[C:20]=3[N:21]=[C:16]1[CH:15]=[CH:14]2)=[O:12] |f:0.1,2.3|. Reported procedure: Trimethyl-sulphoxonium iodide (1.8 g) was reacted with 50% sodium hydride (0.39 g) in dimethyl formamide (30 ml) under stirring at room temperature for 60 minutes, then a solution of 3-benzylidene-1,2,3,10-tetrahydro-10-oxo-cyclopenta[d]pyrido[1,2-a]pyrimidine-7-carboxylic acid methyl ester, m.p. 248°-250° C., (2.49 g) in dimethylformamide (30 ml) was added. The mixture was allowed to react at room temperature for 1 hour then it was diluted with ice water and neutralized with acetic acid. The pr... The reactants are ClCC(=O)OC (methyl chloroacetate), C([O-])([O-])=O.[K+].[K+] (potassium carbonate), CC=1C(=NC=CC1SCCNCC1=CC=CC=C1)CSC1=NC2=C(N1)C=CC=C2 (2-((3-Methyl-4-(2-benzylaminoethylthio)pyridin-2-yl)methylthio)-1H-benzimidazole). The solvent is CN(C=O)C (dimethylformamide). The product is CC=1C(=NC=CC1SCCN(CC(=O)OC)CC1=CC=CC=C1)CSC1=NC2=C(N1)C=CC=C2 (2-((3-methyl-4-(2-(N-benzyl-N-methoxycarbonylmethylamino)ethylthio)-2-pyridyl)methylthio)-1H-benzimidazole). RXN SMILES: [CH3:1][C:2]1[C:3]([CH2:19][S:20][C:21]2[NH:25][C:24]3[CH:26]=[CH:27][CH:28]=[CH:29][C:23]=3[N:22]=2)=[N:4][CH:5]=[CH:6][C:7]=1[S:8][CH2:9][CH2:10][NH:11][CH2:12][C:13]1[CH:18]=[CH:17][CH:16]=[CH:15][CH:14]=1.Cl[CH2:31][C:32]([O:34][CH3:35])=[O:33].C(=O)([O-])[O-].[K+].[K+]>CN(C)C=O>[CH3:1][C:2]1[C:3]([CH2:19][S:20][C:21]2[NH:22][C:23]3[CH:29]=[CH:28][CH:27]=[CH:26][C:24]=3[N:25]=2)=[N:4][CH:5]=[CH:6][C:7]=1[S:8][CH2:9][CH2:10][N:11]([CH2:12][C:13]1[CH:18]=[CH:17][CH:16]=[CH:15][CH:14]=1)[CH2:31][C:32]([O:34][CH3:35])=[O:33] |f:2.3.4|. Procedure: 2-((3-Methyl-4-(2-benzylaminoethylthio)pyridin-2-yl)methylthio)-1H-benzimidazole (2 g) was dissolved in dimethylformamide and reacted with methyl chloroacetate (0.45 ml) in the presence of potassium carbonate (0.71 g) at 50°-60° C. After the completion of the reaction, the dimethylformamide was distilled away and the residue was extracted with ethyl acetate. The ethyl acetate layer was dried over anhydrous magnesium sulfate and the solvent was distilled away to give an oily product. The oily pro... Reactants: CO, C=COCCONC(=O)c1ccc2cncn2c1Nc1ccc(C2CC2)cc1F, Cl. Product: O=C(NOCCO)c1ccc2cncn2c1Nc1ccc(C2CC2)cc1F. As a reaction SMILES: [CH3:31][OH:32].[CH:1](=[CH2:2])[O:3][CH2:4][CH2:5][O:6][NH:7][C:8](=[O:9])[c:10]1[cH:11][cH:12][c:13]2[n:14]([c:15]1[NH:16][c:17]1[c:18]([F:26])[cH:19][c:20]([CH:23]3[CH2:24][CH2:25]3)[cH:21][cH:22]1)[cH:27][n:28][cH:29]2.[ClH:30]>>[OH:3][CH2:4][CH2:5][O:6][NH:7][C:8](=[O:9])[c:10]1[cH:11][cH:12][c:13]2[n:14]([c:15]1[NH:16][c:17]1[c:18]([F:26])[cH:19][c:20]([CH:23]3[CH2:24][CH2:25]3)[cH:21][cH:22]1)[cH:27][n:28][cH:29]2. The reactants are CN1C(=NC(=O)C(=N1)O)SCC2=C(N3[C@@H]([C@@H](C3=O)NC(=O)/C(=N\OC)/C4=CSC(=N4)N)SC2)C(=O)O (ceftriaxone), CCCCCCCCCCCCCCCC[N+]=1C=CC=CC1.[Cl-] (cetyl pyridinium chloride), CN1C(=NC(=O)C(=N1)O)SCC2=C(N3[C@@H]([C@@H](C3=O)NC(=O)/C(=N\OC)/C4=CSC(=N4)N)SC2)C(=O)O (ceftriaxone), CCCCCCCCCCCCCCCC[N+]=1C=CC=CC1.[Cl-] (cetyl pyridinium chloride). Solvent: O (water), O (water). Run at time 1 hour. Yields the product CN1C(=NC(=O)C(=N1)O)SCC2=C(N3[C@@H]([C@@H](C3=O)NC(=O)/C(=N\OC)/C4=CSC(=N4)N)SC2)C(=O)O.CCCCCCCCCCCCCCCC[N+]=1C=CC=CC1.[Cl-] (ceftriaxone cetyl pyridinium chloride). As a reaction SMILES: [CH3:1][CH2:2][CH2:3][CH2:4][CH2:5][CH2:6][CH2:7][CH2:8][CH2:9][CH2:10][CH2:11][CH2:12][CH2:13][CH2:14][CH2:15][CH2:16][N+:17]1[CH:18]=[CH:19][CH:20]=[CH:21][CH:22]=1.[Cl-:23].[CH3:24][N:25]1[N:31]=[C:30]([OH:32])[C:28](=[O:29])[N:27]=[C:26]1[S:33][CH2:34][C:35]1[CH2:56][S:55][C@@H:38]2[C@H:39]([NH:42][C:43](/[C:45](/[C:49]3[N:53]=[C:52]([NH2:54])[S:51][CH:50]=3)=[N:46]\[O:47][CH3:48])=[O:44])[C:40](=[O:41])[N:37]2[C:36]=1[C:57]([OH:59])=[O:58]>O>[CH3:24][N:25]1[N:31]=[C:30]([OH:32])[C:28](=[O:29])[N:27]=[C:26]1[S:33][CH2:34][C:35]1[CH2:56][S:55][C@@H:38]2[C@H:39]([NH:42][C:43](/[C:45](/[C:49]3[N:53]=[C:52]([NH2:54])[S:51][CH:50]=3)=[N:46]\[O:47][CH3:48])=[O:44])[C:40](=[O:41])[N:37]2[C:36]=1[C:57]([OH:59])=[O:58].[CH3:1][CH2:2][CH2:3][CH2:4][CH2:5][CH2:6][CH2:7][CH2:8][CH2:9][CH2:10][CH2:11][CH2:12][CH2:13][CH2:14][CH2:15][CH2:16][N+:17]1[CH:22]=[CH:21][CH:20]=[CH:19][CH:18]=1.[Cl-:23] |f:0.1,4.5.6|. Reported procedure: About 210 mg (0.62 mole) of particulate cetyl pyridinium chloride was dissolved in 50 ml of distilled water. Additionally, about 378 mg (0.62 mole) of ceftriaxone was dissolved in 50 ml of a separate volume of distilled water. Next, the ceftriaxone solution was added to the cetyl pyridinium chloride solution and stirred by a magnetic stirrer at room temperature for 1 hour forming a ceftriaxone-cetyl pyridinium chloride solution. About 400 mg of carrageenan was added to the ceftriaxone-cetyl pyri...